This data is from the Open Reaction Database (ORD), a public repository of structured organic reaction records. The task is: describe an organic reaction: reactants, conditions, products, and yield Reactants: BrC1=CC=2C(N=C1)=CN(N2)CC(C)=O (1-(6-bromo-2H-pyrazolo[4,3-b]pyridin-2-yl)propan-2-one), solution, [Si](C)(C)(C(C)(C)C)OC(CN1N=C2C(N=CC(=C2)Br)=C1)C (2-[2-(tert-butyldimethylsilanyloxy)propyl]-6-bromo-2H-pyrazolo[4,3-b]pyridine), II (iodine), I(=O)(=O)(=O)[O-].[Na+] (sodium periodate), NC1=NC=C(C=C1[N+](=O)[O-])Br (2-amino-5-bromo-3-nitropyridine), BrC=1C=C(C(=NC1)I)[N+](=O)[O-] (5-bromo-2-iodo-3-nitropyridine), BrC=1C=C(C(=NC1)C=O)[N+](=O)[O-] (5-bromo-3-nitropyridine-2-carboxaldehyde). The reagents and catalysts are [Cu](Br)Br (copper bromide), [Os](=O)(=O)(=O)=O (osmium tetroxide). Run in C1CCOC1 (THF), O (water), O (water). Product: NC(C#N)(CN1N=C2C(N=CC(=C2)Br)=C1)C (2-Amino-3-(6-bromo-2H-pyrazolo[4,3-b]pyridin-2-yl)-2-methylpropionitrile), BrC1=CC=2C(N=C1)=CN(N2)CC(C)=O (1-(6-Bromo-2H-pyrazolo[4,3-b]pyridin-2-yl)propan-2-one), BrC=1C=C(C(=NC1)C=O)[N+](=O)[O-] (5-bromo-3-nitropyridine-2-carboxaldehyde), BrC=1C=C(C(=NC1)C=C)[N+](=O)[O-] (5-bromo-3-nitro-2-vinylpyridine). The yield is 62.0%. As a reaction SMILES: [Br:1][C:2]1[CH:7]=[N:6][C:5]2=[CH:8][N:9]([CH2:11][C:12](=O)[CH3:13])[N:10]=[C:4]2[CH:3]=1.[Si]([O:22][CH:23]([CH3:35])[CH2:24][N:25]1[CH:34]=[C:28]2[N:29]=[CH:30][C:31]([Br:33])=[CH:32][C:27]2=[N:26]1)([C:18](C)(C)[CH3:19])(C)C.[Br:36][C:37]1[CH:38]=[C:39]([N+:45]([O-:47])=[O:46])[C:40]([CH:43]=[O:44])=[N:41][CH:42]=1.N[C:49]1[C:54]([N+:55]([O-:57])=[O:56])=[CH:53][C:52]([Br:58])=[CH:51][N:50]=1.II.BrC1C=C([N+]([O-])=O)C(I)=NC=1.I([O-])(=O)(=O)=O.[Na+]>O.C1COCC1.[Cu](Br)Br.[Os](=O)(=O)(=O)=O>[NH2:41][C:12]([CH3:13])([CH2:11][N:9]1[CH:8]=[C:5]2[N:6]=[CH:7][C:2]([Br:1])=[CH:3][C:4]2=[N:10]1)[C:24]#[N:25].[Br:33][C:31]1[CH:30]=[N:29][C:28]2=[CH:34][N:25]([CH2:24][C:23](=[O:22])[CH3:35])[N:26]=[C:27]2[CH:32]=1.[Br:36][C:37]1[CH:38]=[C:39]([N+:45]([O-:47])=[O:46])[C:40]([CH:43]=[O:44])=[N:41][CH:42]=1.[Br:58][C:52]1[CH:53]=[C:54]([N+:55]([O-:57])=[O:56])[C:49]([CH:18]=[CH2:19])=[N:50][CH:51]=1 |f:6.7|. Procedure details: 2-Amino-3-(6-bromo-2H-pyrazolo[4,3-b]pyridin-2-yl)-2-methylpropionitrile (416 mg, 80%) was prepared using a procedure similar to that described in Example 1, part b, except starting from 1-(6-bromo-2H-pyrazolo[4,3-b]pyridin-2-yl)propan-2-one (471 mg). 1-(6-Bromo-2H-pyrazolo[4,3-b]pyridin-2-yl)propan-2-one was prepared using a procedure similar to that described in Example 105 part c and d except starting from 2-[2-(tert-butyldimethylsilanyloxy)propyl]-6-bromo-2H-pyrazolo[4,3-b]pyridine (289 mg, ... The reactants are C(C)(C)(C)OC(=O)N1C[C@H](CCC1)OC1=C(C=CC(=C1)F)C(=O)N1CC=2C(=C3N=C(C(=C(N3N2)C)Cl)C)C1 ((S)-3-[2-(6-chloro-5,7-dimethyl-1H,3H-2,4,7a,8-tetraaza-cyclopenta[a]indene-2-carbonyl)-5-fluoro-phenoxy]-piperidine-1-carboxylic acid tert-butyl ester), C(=O)(C(F)(F)F)O (TFA). Solvent: C(Cl)Cl (DCM). Run at time 1 hour. Yields the product ClC1=C(N2N=C3C(=C2N=C1C)CN(C3)C(=O)C3=C(C=C(C=C3)F)O[C@@H]3CNCCC3)C ((6-chloro-5,7-dimethyl-1H,3H-2,4,7a,8-tetraaza-cyclopenta[a]inden-2-yl)-[4-fluoro-2-((S)-piperidin-3-yloxy)-phenyl]-methanone). Isolated yield 34.9%. Reaction SMILES: C(OC([N:8]1[CH2:13][CH2:12][CH2:11][C@H:10]([O:14][C:15]2[CH:20]=[C:19]([F:21])[CH:18]=[CH:17][C:16]=2[C:22]([N:24]2[CH2:38][C:27]3=[C:28]4[N:33]([N:34]=[C:26]3[CH2:25]2)[C:32]([CH3:35])=[C:31]([Cl:36])[C:30]([CH3:37])=[N:29]4)=[O:23])[CH2:9]1)=O)(C)(C)C.C(O)(C(F)(F)F)=O>C(Cl)Cl>[Cl:36][C:31]1[C:30]([CH3:37])=[N:29][C:28]2[N:33]([N:34]=[C:26]3[CH2:25][N:24]([C:22]([C:16]4[CH:17]=[CH:18][C:19]([F:21])=[CH:20][C:15]=4[O:14][C@H:10]4[CH2:11][CH2:12][CH2:13][NH:8][CH2:9]4)=[O:23])[CH2:38][C:27]3=2)[C:32]=1[CH3:35]. Procedure details: A mixture of (S)-3-[2-(6-chloro-5,7-dimethyl-1H,3H-2,4,7a,8-tetraaza-cyclopenta[a]indene-2-carbonyl)-5-fluoro-phenoxy]-piperidine-1-carboxylic acid tert-butyl ester (288 mg; 0.53 mmol; 1 eq.) and TFA (3 mL) in DCM (3 mL) was stirred at room temperature for 1 hour then concentrated in vacuo. The residue was taken up in water, the pH made basic with 5M NaOH extracted with DCM (2×). The combined organic layer was dried over magnesium sulfate and concentrated in vacuo. The resulting solid was tritur...